Task: describe an organic reaction: reactants, conditions, products, and yield. Dataset: the Open Reaction Database (ORD), a public repository of structured organic reaction records The reactants are CN([C@@H](COC=1C=C(C(=NC1)Cl)Br)C)C (5-[(R)-2-dimethylamino-1-propyloxy]-2-chloro-3-bromo pyridine), O.C1(=CC=C(C=C1)S(=O)(=O)O)C (p-toluenesulfonic acid monohydrate), C(C)OCC (diethyl ether). Solvent: C(C)(=O)OCC (ethyl acetate). Conditions: time 5 minute. The product is C1(=CC=C(C=C1)S(=O)(=O)O)C.CN([C@@H](COC=1C=C(C(=NC1)Cl)Br)C)C (5-[(R)-2-dimethylamino-1-propyloxy]-2-chloro-3-bromo pyridine p-toluenesulfonic acid). RXN SMILES: [CH3:1][N:2]([CH3:15])[C@H:3]([CH3:14])[CH2:4][O:5][C:6]1[CH:7]=[C:8]([Br:13])[C:9]([Cl:12])=[N:10][CH:11]=1.O.[C:17]1([CH3:27])[CH:22]=[CH:21][C:20]([S:23]([OH:26])(=[O:25])=[O:24])=[CH:19][CH:18]=1.C(OCC)C>C(OCC)(=O)C>[C:17]1([CH3:27])[CH:18]=[CH:19][C:20]([S:23]([OH:26])(=[O:24])=[O:25])=[CH:21][CH:22]=1.[CH3:1][N:2]([CH3:15])[C@H:3]([CH3:14])[CH2:4][O:5][C:6]1[CH:7]=[C:8]([Br:13])[C:9]([Cl:12])=[N:10][CH:11]=1 |f:1.2,5.6|. Procedure: A solution of the product 33A (102 mg, 0.349 mmol) in ethyl acetate (1 mL) at room temperature was treated with p-toluenesulfonic acid monohydrate (73 mg, 0.384 mmol) and stirred for 5 minutes. Then diethyl ether (30 mL) was added and stirred for an additional 5 minutes. The ether was decanted and the procedure was repeated. The residue was then dried under vacuum to provide 33 as a white hygroscopic solid. MS (CI/NH3) m/e 293 (M+H)+; 1H NMR (D2O, 500 MHz) δ: 1.43 (d, J=7 Hz, 3H), 2.38 (s, 3H), ...